From a dataset of the Open Reaction Database (ORD), a public repository of structured organic reaction records. describe an organic reaction: reactants, conditions, products, and yield The reactants are FC1=C(C=CC=C1F)CC(=O)O (2-(2,3-difluorophenyl)acetic acid), C(C)(C)N(C(C)C)CC (N,N diisopropylethylamine), C(C(=O)Cl)(=O)Cl (oxalyl chloride), NC(C(=O)OCC)=NO (ethyl 2-amino-2-(hydroxyimino)acetate). Solvent: ClCCl (dichloromethane), N1=CC=CC=C1 (pyridine), ClCCl (dichloromethane). Product: FC1=C(CC2=NC(=NO2)C(=O)OCC)C=CC=C1F (ethyl 5-(2,3-difluorobenzyl)-1,2,4-oxadiazole-3-carboxylate). Isolated yield 7.8%. RXN SMILES: [F:1][C:2]1[C:7]([F:8])=[CH:6][CH:5]=[CH:4][C:3]=1[CH2:9][C:10]([OH:12])=O.C(Cl)(=O)C(Cl)=O.[NH2:19][C:20](=[N:26]O)[C:21]([O:23][CH2:24][CH3:25])=[O:22].C(N(CC)C(C)C)(C)C>ClCCl.N1C=CC=CC=1>[F:1][C:2]1[C:7]([F:8])=[CH:6][CH:5]=[CH:4][C:3]=1[CH2:9][C:10]1[O:12][N:26]=[C:20]([C:21]([O:23][CH2:24][CH3:25])=[O:22])[N:19]=1. Procedure details: This compound was prepared according to general method 2 with (step I) 2-(2,3-difluorophenyl)acetic acid (0.651 g; 3.78 mmol) and oxalyl chloride (0.352 mL; 4.16 mmol) in dichloromethane (12 mL) and (step II) ethyl 2-amino-2-(hydroxyimino)acetate (0.5 g; 3.78 mmol) and N,N diisopropylethylamine (1.05 mL; 6.06 mmol) in dichloromethane (6 mL) and (step III) pyridine (18 mL). The crude material was purified by flash chromatography on silica (eluent 20 to 100% ethyl acetate in heptane) to yield 0.07... Starting materials: CONC(C)=O (N-methoxyacetamide), [OH-].[K+] (potassium hydroxide), FC1=CC(=C(CBr)C=C1)Cl (4-fluoro-2-chlorobenzyl bromide). The reagents and catalysts are C1COCCOCCOCCOCCOCCO1 (18-crown-6). The solvent is O1CCCC1 (tetrahydrofuran), O1CCCC1 (tetrahydrofuran), C(C)OCC (diethyl ether). Yields the product ClC1=C(CN(C(C)=O)OC)C=CC(=C1)F (N-(2-chloro-4-fluoro-benzyl)-N-methoxyacetamide). The yield is 33.5%. Reaction SMILES: [CH3:1][O:2][NH:3][C:4](=[O:6])[CH3:5].[OH-].[K+].[F:9][C:10]1[CH:17]=[CH:16][C:13]([CH2:14]Br)=[C:12]([Cl:18])[CH:11]=1>O1CCCC1.C(OCC)C.C1OCCOCCOCCOCCOCCOC1>[Cl:18][C:12]1[CH:11]=[C:10]([F:9])[CH:17]=[CH:16][C:13]=1[CH2:14][N:3]([O:2][CH3:1])[C:4](=[O:6])[CH3:5] |f:1.2|. Procedure details: To a stirred mixture of 1.95 g (0.0219 mole) of N-methoxyacetamide, 1.23 g 0.022 mole) of powdered potassium hydroxide, and a small amount (~0.05 g) of 18-crown-6 in 10 ml of tetrahydrofuran was added a solution of 5.05 g (0.0226 mole) of 4-fluoro-2-chlorobenzyl bromide in 15 ml of tetrahydrofuran. This mixture was heated at reflux for approximately 17 hours and then was allowed to cool to room temperature. The mixture was diluted with 125 ml of diethyl ether and was washed with an aqueous, satu...